From a dataset of the Open Reaction Database (ORD), a public repository of structured organic reaction records. describe an organic reaction: reactants, conditions, products, and yield The reactants are CN1c2c(cc(Br)cc2C(F)(F)F)C2CN(C(=O)OC(C)(C)C)CCC21, Cc1ccccc1, CCOC(C)=O, Nc1ccccn1, O=C(C=Cc1ccccc1)C=Cc1ccccc1, O=C(C=Cc1ccccc1)C=Cc1ccccc1, O=C(C=Cc1ccccc1)C=Cc1ccccc1, [Pd], [Pd], c1ccc(P(c2ccccc2)c2ccc3ccccc3c2-c2c(P(c3ccccc3)c3ccccc3)ccc3ccccc23)cc1. Product: CN1c2c(cc(Nc3ccccn3)cc2C(F)(F)F)C2CN(C(=O)OC(C)(C)C)CCC21. RXN SMILES: [C:1]([CH3:2])([CH3:3])([CH3:4])[O:5][C:6](=[O:7])[N:8]1[CH2:9][CH:10]2[CH:11]([N:12]([CH3:24])[c:13]3[c:14]([C:20]([F:21])([F:22])[F:23])[cH:15][c:16]([Br:19])[cH:17][c:18]32)[CH2:25][CH2:26]1.[CH3:80][c:81]1[cH:82][cH:83][cH:84][cH:85][cH:86]1.[CH3:87][CH2:88][O:89][C:90]([CH3:91])=[O:92].[NH2:27][c:28]1[n:29][cH:30][cH:31][cH:32][cH:33]1.[O:113]=[C:114]([CH:115]=[CH:116][c:117]1[cH:118][cH:119][cH:120][cH:121][cH:122]1)[CH:123]=[CH:124][c:125]1[cH:126][cH:127][cH:128][cH:129][cH:130]1.[O:131]=[C:132]([CH:133]=[CH:134][c:135]1[cH:136][cH:137][cH:138][cH:139][cH:140]1)[CH:141]=[CH:142][c:143]1[cH:144][cH:145][cH:146][cH:147][cH:148]1.[O:95]=[C:96]([CH:97]=[CH:98][c:99]1[cH:100][cH:101][cH:102][cH:103][cH:104]1)[CH:105]=[CH:106][c:107]1[cH:108][cH:109][cH:110][cH:111][cH:112]1.[Pd:93].[Pd:94].[c:34]1([P:35]([c:36]2[cH:37][cH:38][cH:39][cH:40][cH:41]2)[c:42]2[cH:43][cH:44][c:45]3[c:46]([cH:47][cH:48][cH:49][cH:50]3)[c:51]2-[c:52]2[c:53]3[c:54]([cH:55][cH:56][cH:57][cH:58]3)[cH:59][cH:60][c:61]2[P:62]([c:63]2[cH:64][cH:65][cH:66][cH:67][cH:68]2)[c:69]2[cH:70][cH:71][cH:72][cH:73][cH:74]2)[cH:75][cH:76][cH:77][cH:78][cH:79]1>>[C:1]([CH3:2])([CH3:3])([CH3:4])[O:5][C:6](=[O:7])[N:8]1[CH2:9][CH:10]2[CH:11]([N:12]([CH3:24])[c:13]3[c:14]([C:20]([F:21])([F:22])[F:23])[cH:15][c:16]([NH:27][c:28]4[n:29][cH:30][cH:31][cH:32][cH:33]4)[cH:17][c:18]32)[CH2:25][CH2:26]1. The product is ClC1=C(C=C(C(=C1)Cl)OCC(=O)OCC)C=1C(N(C(=CN1)C(F)(F)F)C)=O (3-{2,4-dichloro-5-[(ethoxycarbonyl)methoxy]phenyl}-1-methyl-6-trifluoromethyl-2-oxo-1,2-dihydropyrazine). Reactants: ClC1=C(C=C(C(=C1)Cl)O)C=1C(N(C(=CN1)C(F)(F)F)C)=O (3-(2,4-dichloro-5-hydroxyphenyl)-1-methyl-6-trifluoromethyl-2-oxo-1,2-dihydropyrazine), ClC1=C(C=C(C(=C1)Cl)O)C=1C(N(C(=CN1)C(F)(F)F)C)=O (3-(2,4-dichloro-5-hydroxyphenyl)-1-methyl-6-trifluoromethyl-2-oxo-1,2-dihydropyrazine), C([O-])([O-])=O.[K+].[K+] (potassium carbonate), BrCC(=O)OCC (ethyl bromoacetate), O (water). Run at time 1 hour. Solvent: CN(C=O)C (N,N-dimethylformamide). As a reaction SMILES: [Cl:1][C:2]1[CH:7]=[C:6]([Cl:8])[C:5]([OH:9])=[CH:4][C:3]=1[C:10]1[C:11](=[O:21])[N:12]([CH3:20])[C:13]([C:16]([F:19])([F:18])[F:17])=[CH:14][N:15]=1.C(=O)([O-])[O-].[K+].[K+].Br[CH2:29][C:30]([O:32][CH2:33][CH3:34])=[O:31].O>CN(C)C=O>[Cl:1][C:2]1[CH:7]=[C:6]([Cl:8])[C:5]([O:9][CH2:29][C:30]([O:32][CH2:33][CH3:34])=[O:31])=[CH:4][C:3]=1[C:10]1[C:11](=[O:21])[N:12]([CH3:20])[C:13]([C:16]([F:18])([F:17])[F:19])=[CH:14][N:15]=1 |f:1.2.3|. Procedure: First, 0.15 g of 3-(2,4-dichloro-5-hydroxyphenyl)-1-methyl-6-trifluoromethyl-2-oxo-1,2-dihydropyrazine (present compound 1-357) was dissolved in 0.90 ml of N,N-dimethylformamide, to which 92 mg of potassium carbonate and 82 mg of ethyl bromoacetate were added, and the mixture was stirred at room temperature for 1 hour. After completion of the reaction, the reaction mixture was poured into water, followed by extraction with ethyl acetate. The organic layer was washed with saturated sodium chlorid... The yield is 95.2%. Reactants: BrC1=CC=C(C2=CC=CC=C12)Br (1,4-dibromonaphthalene), N1CCCC1 (Pyrrolidine), C1=CC=C(C=C1)P(C2=CC=CC=C2)C3=C(C4=CC=CC=C4C=C3)C5=C(C=CC6=CC=CC=C65)P(C7=CC=CC=C7)C8=CC=CC=C8 ((R)-(+)-2,2′-Bis(diphenylphosphino)-1,1′-binaphthyl), CC(C)([O-])C.[Na+] (Sodium tert-butoxide), C1(=CC=CC=C1)C (Toluene). Reagents/catalysts: C=1C=CC(=CC1)/C=C/C(=O)/C=C/C2=CC=CC=C2.C=1C=CC(=CC1)/C=C/C(=O)/C=C/C2=CC=CC=C2.C=1C=CC(=CC1)/C=C/C(=O)/C=C/C2=CC=CC=C2.[Pd].[Pd] (Tris(dibenzylideneacetone)dipalladium(0)). Run at temperature 70 celsius. Yields the product BrC1=CC=C(C2=CC=CC=C12)N1CCCC1 (1-(4-bromo-1-naphthyl)pyrrolidine). Reaction SMILES: Br[C:2]1[C:11]2[C:6](=[CH:7][CH:8]=[CH:9][CH:10]=2)[C:5]([Br:12])=[CH:4][CH:3]=1.[NH:13]1[CH2:17][CH2:16][CH2:15][CH2:14]1.C1C=CC(P(C2C=CC3C(=CC=CC=3)C=2C2C3C(=CC=CC=3)C=CC=2P(C2C=CC=CC=2)C2C=CC=CC=2)C2C=CC=CC=2)=CC=1.CC(C)([O-])C.[Na+].C1(C)C=CC=CC=1>C1C=CC(/C=C/C(/C=C/C2C=CC=CC=2)=O)=CC=1.C1C=CC(/C=C/C(/C=C/C2C=CC=CC=2)=O)=CC=1.C1C=CC(/C=C/C(/C=C/C2C=CC=CC=2)=O)=CC=1.[Pd].[Pd]>[Br:12][C:5]1[C:6]2[C:11](=[CH:10][CH:9]=[CH:8][CH:7]=2)[C:2]([N:13]2[CH2:17][CH2:16][CH2:15][CH2:14]2)=[CH:3][CH:4]=1 |f:3.4,6.7.8.9.10|. Reported procedure: To a solution of 1,4-dibromonaphthalene (500 mg, 0.002 mol), Pyrrolidine (0.18 mL, 0.0021 mol), (R)-(+)-2,2′-Bis(diphenylphosphino)-1,1′-binaphthyl (0.022 g, 0.000035 mol), Sodium tert-butoxide (0.24 g, 0.0024 mol) in Toluene (5.00 mL, 0.0469 mol) was added Tris(dibenzylideneacetone)dipalladium(0) (0.008 g, 0.000009 mol), and the mixture was heated at 70° C. overnight. The reaction was cooled, quenched by addition of water and the mixture was extracted with DCM (3×), washed with water, brine, dr...